Task: describe an organic reaction: reactants, conditions, products, and yield. Dataset: the Open Reaction Database (ORD), a public repository of structured organic reaction records The reactants are ClC1=NC=CC=N1 (2-chloropyrimidine), OC=1C=C2CCC(C2=CC1)=O (5-hydroxyindan-1-one), C([O-])([O-])=O.[K+].[K+] (potassium carbonate). The solvent is CN(C=O)C (N,N-dimethyl formamide). Run at temperature 100 celsius. Product: N1=C(N=CC=C1)OC=1C=C2CCC(C2=CC1)=O (5-(2-pyrimidinyloxy)-1-indanone). As a reaction SMILES: Cl[C:2]1[N:7]=[CH:6][CH:5]=[CH:4][N:3]=1.[OH:8][C:9]1[CH:10]=[C:11]2[C:15](=[CH:16][CH:17]=1)[C:14](=[O:18])[CH2:13][CH2:12]2.C(=O)([O-])[O-].[K+].[K+]>CN(C)C=O>[N:3]1[CH:4]=[CH:5][CH:6]=[N:7][C:2]=1[O:8][C:9]1[CH:10]=[C:11]2[C:15](=[CH:16][CH:17]=1)[C:14](=[O:18])[CH2:13][CH2:12]2 |f:2.3.4|. Procedure: A mixture of 2-chloropyrimidine (220 mg, 1.9 mmol), 5-hydroxyindan-1-one (209 mg, 1.4 mmol) and potassium carbonate (250 mg, 1.8 mmol) in N,N-dimethyl formamide (5 mL) was heated to about 100° C. overnight. The reaction was cooled to room temperature and the solvent was evaporated under high vacuum. The residue was purified by flash column chromatography on silica gel using ethyl acetate/methanol (99:1) as the mobile phase to provide the desired product. 1H NMR (500 MHz, CDCl3): δ 2.75 (t, J=7 H...